Dataset: the Open Reaction Database (ORD), a public repository of structured organic reaction records. Task: describe an organic reaction: reactants, conditions, products, and yield Starting materials: BrC1=C(C(=C(C=C1)OC)[N+](=O)[O-])C (1-bromo-4-methoxy-2-methyl-3-nitrobenzene), COC(N(C)C)OC (1,1-dimethoxy-N,N-dimethylmethanamine), N1CCCC1 (pyrrolidine). The solvent is CN(C)C=O (DMF). Conditions: temperature 110 celsius. Product: BrC1=CC=C(C(=C1/C=C/N1CCCC1)[N+](=O)[O-])OC (1-[(E)-2-(6-bromo-3-methoxy-2-nitrophenyl)vinyl]pyrrolidine). RXN SMILES: [Br:1][C:2]1[CH:7]=[CH:6][C:5]([O:8][CH3:9])=[C:4]([N+:10]([O-:12])=[O:11])[C:3]=1[CH3:13].CO[CH:16](OC)[N:17]([CH3:19])[CH3:18].N1CC[CH2:24][CH2:23]1>CN(C=O)C>[Br:1][C:2]1[C:3](/[CH:13]=[CH:19]/[N:17]2[CH2:16][CH2:24][CH2:23][CH2:18]2)=[C:4]([N+:10]([O-:12])=[O:11])[C:5]([O:8][CH3:9])=[CH:6][CH:7]=1. Procedure: To a solution of 1-bromo-4-methoxy-2-methyl-3-nitrobenzene (1.400 g, 5.68 mmol) and 1,1-dimethoxy-N,N-dimethylmethanamine (0.884 mL, 6.657 mmol) in DMF (10.0 mL) was added pyrrolidine (0.555 mL, 6.656 mmol) and the mixture was heated to at 110° C. for 4 h. The DMF was removed and the residue was recrystallized from DCM:methanol (1:6) mixture to afford 1-[(E)-2-(6-bromo-3-methoxy-2-nitrophenyl)vinyl]pyrrolidine. The product is CCc1cc2c(=O)n(CCn3ccnc3CO)c(=O)n(Cc3ccc(-c4ccccc4C#N)cc3)c2s1. RXN SMILES: [BH4-:38].[CH2:1]([CH3:2])[c:3]1[cH:4][c:5]2[c:6]([n:7]([CH2:22][c:23]3[cH:24][cH:25][c:26](-[c:29]4[c:30]([C:35]#[N:36])[cH:31][cH:32][cH:33][cH:34]4)[cH:27][cH:28]3)[c:8](=[O:21])[n:9]([CH2:12][CH2:13][n:14]3[c:15]([CH:19]=[O:20])[n:16][cH:17][cH:18]3)[c:10]2=[O:11])[s:37]1.[CH3:40][OH:41].[Na+:39]>>[CH2:1]([CH3:2])[c:3]1[cH:4][c:5]2[c:6]([n:7]([CH2:22][c:23]3[cH:24][cH:25][c:26](-[c:29]4[c:30]([C:35]#[N:36])[cH:31][cH:32][cH:33][cH:34]4)[cH:27][cH:28]3)[c:8](=[O:21])[n:9]([CH2:12][CH2:13][n:14]3[c:15]([CH2:19][OH:20])[n:16][cH:17][cH:18]3)[c:10]2=[O:11])[s:37]1. Starting materials: [BH4-], CCc1cc2c(=O)n(CCn3ccnc3C=O)c(=O)n(Cc3ccc(-c4ccccc4C#N)cc3)c2s1, CO, [Na+].